Dataset: the Open Reaction Database (ORD), a public repository of structured organic reaction records. Task: describe an organic reaction: reactants, conditions, products, and yield The reactants are C(C1=CC=CC=C1)(=O)N1CCC=2NC=3C=CC=C(C3C2CC1)C1=C(C=CC=C1)OC (3-benzoyl-10-(2-methoxyphenyl)-1,2,3,4,5,6-hexahydroazepino[4,5-b]indole), B(Br)(Br)Br (BBr3). The solvent is C(Cl)Cl (CH2Cl2). Reaction conditions: time 16.5 hour. Product: C(C1=CC=CC=C1)(=O)N1CCC=2NC=3C=CC=C(C3C2CC1)C1=C(C=CC=C1)O (2-(3-Benzoyl-1,2,3,4,5,6-hexahydroazepino[4,5-b]indol-10-yl)phenol). Isolated yield 87.7%. As a reaction SMILES: [C:1]([N:9]1[CH2:22][CH2:21][C:20]2[C:19]3[C:18]([C:23]4[CH:28]=[CH:27][CH:26]=[CH:25][C:24]=4[O:29]C)=[CH:17][CH:16]=[CH:15][C:14]=3[NH:13][C:12]=2[CH2:11][CH2:10]1)(=[O:8])[C:2]1[CH:7]=[CH:6][CH:5]=[CH:4][CH:3]=1.B(Br)(Br)Br>C(Cl)Cl>[C:1]([N:9]1[CH2:22][CH2:21][C:20]2[C:19]3[C:18]([C:23]4[CH:28]=[CH:27][CH:26]=[CH:25][C:24]=4[OH:29])=[CH:17][CH:16]=[CH:15][C:14]=3[NH:13][C:12]=2[CH2:11][CH2:10]1)(=[O:8])[C:2]1[CH:3]=[CH:4][CH:5]=[CH:6][CH:7]=1. Reported procedure: A 0° C. solution of 3-benzoyl-10-(2-methoxyphenyl)-1,2,3,4,5,6-hexahydroazepino[4,5-b]indole (936 mg, 2.36 mmol) in CH2Cl2 (20 mL) was treated with BBr3 (0.75 mL, 7.94 mmol). The reaction was stirred at room temperature under nitrogen for 16.5 hours. The reaction was cooled to 0° C. and slowly quenched with saturated NH4Cl solution. After stirring at room temperature for 1.7 hours the reaction was extracted with CH2Cl2. The organic layer was dried over MgSO4 and concentrated in vacuo to give 792... Solvent: C(Cl)Cl (DCM). Isolated yield 128.4%. As a reaction SMILES: [N:1]1[N:2]=[C:3]([C:10]2[CH:19]=[CH:18][C:17]3[C:12](=[C:13]([O:20][CH2:21][C:22]4([OH:36])[CH2:28][CH2:27][CH2:26][N:25](C(OC(C)(C)C)=O)[CH2:24][CH2:23]4)[CH:14]=[CH:15][CH:16]=3)[N:11]=2)[N:4]2[CH:9]=[CH:8][CH:7]=[CH:6][C:5]=12.FC(F)(F)C(O)=O>C(Cl)Cl>[N:1]1[N:2]=[C:3]([C:10]2[CH:19]=[CH:18][C:17]3[C:12](=[C:13]([O:20][CH2:21][C:22]4([OH:36])[CH2:28][CH2:27][CH2:26][NH:25][CH2:24][CH2:23]4)[CH:14]=[CH:15][CH:16]=3)[N:11]=2)[N:4]2[CH:9]=[CH:8][CH:7]=[CH:6][C:5]=12. Reported procedure: tert-Butyl 4-((2-([1,2,4]triazolo[4,3-a]pyridin-3-yl)quinolin-8-yloxy)methyl)-4-hydroxyazepane-1-carboxylate (0.0039 g, 0.0080 mmol) was treated with a mixture of trifluoroacetic acid and DCM (1:1) for 1 hour. The reaction was concentrated to provide 4 mgs of the desired material as a solid. MS ESI (+) m/z 390 (M+1) detected. Reactants: N=1N=C(N2C1C=CC=C2)C2=NC1=C(C=CC=C1C=C2)OCC2(CCN(CCC2)C(=O)OC(C)(C)C)O (tert-Butyl 4-((2-([1,2,4]triazolo[4,3-a]pyridin-3-yl)quinolin-8-yloxy)methyl)-4-hydroxyazepane-1-carboxylate), FC(C(=O)O)(F)F (trifluoroacetic acid). Yields the product N=1N=C(N2C1C=CC=C2)C2=NC1=C(C=CC=C1C=C2)OCC2(CCNCCC2)O (4-((2-([1,2,4]triazolo[4,3-a]pyridin-3-yl)quinolin-8-yloxy)methyl)azepan-4-ol). The reactants are NC1=C(C=C(C=C1Cl)Cl)S(=O)(=O)N (2-amino-3,5-dichlorobenzenesulfonamide), C(C)(C)N=C=S (isopropyl isothiocyanate). Product: ClC1=CC(=CC2=C1NC(=NS2(=O)=O)NC(C)C)Cl (5,7-Dichloro-3-isopropylamino-4H-1,2,4-benzothiadiazine 1,1-dioxide). Isolated yield 15.7%. As a reaction SMILES: [NH2:1][C:2]1[C:7]([Cl:8])=[CH:6][C:5]([Cl:9])=[CH:4][C:3]=1[S:10]([NH2:13])(=[O:12])=[O:11].[CH:14]([N:17]=[C:18]=S)([CH3:16])[CH3:15]>>[Cl:8][C:7]1[C:2]2[NH:1][C:18]([NH:17][CH:14]([CH3:16])[CH3:15])=[N:13][S:10](=[O:12])(=[O:11])[C:3]=2[CH:4]=[C:5]([Cl:9])[CH:6]=1. Reported procedure: Starting from 2-amino-3,5-dichlorobenzenesulfonamide (0.5 g; 2.07 mmol) and isopropyl isothiocyanate (251 mg; 2.48 mmol) with the use of the procedure described in example 4, 100 mg (17.4%) of the title compound was isolated; m.p. >230° C. The reactants are [Li]CCCC, COc1cc(C=O)ccc1OCC(=O)Nc1nc2ccccc2s1, COP(C)(=O)OC, CCCCCC, Cl, C1CCOC1, O. Product: COc1cc(C(O)CP(=O)(OC)OC)ccc1OCC(=O)Nc1nc2ccccc2s1. As a reaction SMILES: [CH2:8]([Li:9])[CH2:10][CH2:11][CH3:12].[CH3:13][O:14][c:15]1[c:16]([O:17][CH2:18][C:19](=[O:20])[NH:21][c:22]2[s:23][c:24]3[c:25]([n:26]2)[cH:27][cH:28][cH:29][cH:30]3)[cH:31][cH:32][c:33]([CH:35]=[O:36])[cH:34]1.[CH3:1][P:2]([O:3][CH3:4])([O:5][CH3:6])=[O:7].[CH3:43][CH2:44][CH2:45][CH2:46][CH2:47][CH3:48].[ClH:37].[O:38]1[CH2:39][CH2:40][CH2:41][CH2:42]1.[OH2:49]>>[CH2:1]([P:2]([O:3][CH3:4])([O:5][CH3:6])=[O:7])[CH:35]([c:33]1[cH:32][cH:31][c:16]([O:17][CH2:18][C:19](=[O:20])[NH:21][c:22]2[s:23][c:24]3[c:25]([n:26]2)[cH:27][cH:28][cH:29][cH:30]3)[c:15]([O:14][CH3:13])[cH:34]1)[OH:36]. Starting materials: O (water), FC1=CC=C(C=C1)[N+](=O)[O-] (4-Fluoronitrobenzene), N1N=NN=C1 (tetrazole), C([O-])([O-])=O.[K+].[K+] (potassium carbonate). Run in CS(=O)C (DMSO). Run at temperature 90 celsius, time 24 hour. Product: N=1N(N=NC1)C1=CC=C(C=C1)[N+](=O)[O-] (4-(Tetrazol-2-yl)nitrobenzene). Yield: 31.1%. RXN SMILES: F[C:2]1[CH:7]=[CH:6][C:5]([N+:8]([O-:10])=[O:9])=[CH:4][CH:3]=1.[NH:11]1[CH:15]=[N:14][N:13]=[N:12]1.C(=O)([O-])[O-].[K+].[K+].O>CS(C)=O>[N:11]1[N:12]([C:2]2[CH:7]=[CH:6][C:5]([N+:8]([O-:10])=[O:9])=[CH:4][CH:3]=2)[N:13]=[N:14][CH:15]=1 |f:2.3.4|. Procedure: 4-Fluoronitrobenzene (2 g, 0.014 mol), tetrazole (1 g, 0.014 mol), potassium carbonate (1.96 g, 0.014 mol) were dissolved in DMSO (50 ml) and stirred at 90° C. for 24 h under dry conditions. The yellow suspension was poured into water (150 ml), the resulting yellow solid filtered of and dried in vacuo to afford the title compound (831 mg, 31%).